This data is from the Open Reaction Database (ORD), a public repository of structured organic reaction records. The task is: describe an organic reaction: reactants, conditions, products, and yield Starting materials: CC(=O)O, Clc1cc2ccccc2c(Cl)n1, I, [Na+], [OH-], P. The product is Clc1cc2ccccc2cn1. As a reaction SMILES: [CH3:17][C:18](=[O:19])[OH:20].[Cl:1][c:2]1[n:3][c:4]([Cl:12])[cH:5][c:6]2[cH:7][cH:8][cH:9][cH:10][c:11]12.[IH:14].[Na+:16].[OH-:15].[P:13]>>[cH:2]1[n:3][c:4]([Cl:12])[cH:5][c:6]2[cH:7][cH:8][cH:9][cH:10][c:11]12.